This data is from the Open Reaction Database (ORD), a public repository of structured organic reaction records. The task is: describe an organic reaction: reactants, conditions, products, and yield The reactants are CC1=C(C(=O)O)C=CC=C1O (methyl 3-hydroxybenzoic acid), FC=1C=C(C=CC1)B(O)O (3-fluorophenylboronic acid), cupric acetate, N1=CC=CC=C1 (pyridine). The solvent is ClCCl (dichloromethane). Reaction conditions: time 11 day. Yields the product COC(C1=CC(=CC=C1)OC1=CC(=CC=C1)F)=O (3-(3-Fluorophenoxy) benzoic acid methyl ester). As a reaction SMILES: C[C:2]1[C:10]([OH:11])=[CH:9][CH:8]=[CH:7][C:3]=1[C:4]([OH:6])=[O:5].[F:12][C:13]1[CH:14]=[C:15](B(O)O)[CH:16]=[CH:17][CH:18]=1.N1C=CC=C[CH:23]=1>ClCCl>[CH3:23][O:6][C:4](=[O:5])[C:3]1[CH:7]=[CH:8][CH:9]=[C:10]([O:11][C:17]2[CH:16]=[CH:15][CH:14]=[C:13]([F:12])[CH:18]=2)[CH:2]=1. Procedure: A suspension of methyl 3-hydroxybenzoic acid (5.4 g, 35.5 mmol), 3-fluorophenylboronic acid (5.5 g, 35.5 mmol), cupric acetate (7.1 g, 35.5 mmol), 3 A molecular sieves (9 g), pyridine (12 mL, 145 mmol) in dichloromethane (220 mL) was stirred at ambient temperature under ambient atmosphere. After 11 days, the mixture was filtered through Celite® and the volatiles were removed from the filtrate. The 3-(3-fluorophenoxy)benzoic acid methyl ester (3.68 g) was eluted from silica gel column with 5:1 he... Yields the product Cc1cccc(C(=O)NC(C)C)c1NS(=O)(=O)c1cc(C(F)(F)F)nn1-c1ncccc1Cl. The reactants are CN(C)c1ccncc1, CCN(C(C)C)C(C)C, O=S(=O)(O)c1cc(C(F)(F)F)nn1-c1ncccc1Cl, ClCCl, Cc1cccc(C(=O)NC(C)C)c1N. As a reaction SMILES: [CH3:47][N:48]([CH3:49])[c:50]1[cH:51][cH:52][n:53][cH:54][cH:55]1.[CH:35]([N:36]([CH:37]([CH3:38])[CH3:39])[CH2:40][CH3:41])([CH3:42])[CH3:43].[Cl:1][c:2]1[c:3](-[n:8]2[n:9][c:10]([C:17]([F:18])([F:19])[F:20])[cH:11][c:12]2[S:13](=[O:14])(=[O:15])[OH:16])[n:4][cH:5][cH:6][cH:7]1.[Cl:44][CH2:45][Cl:46].[NH2:21][c:22]1[c:23]([C:24](=[O:25])[NH:26][CH:27]([CH3:28])[CH3:29])[cH:30][cH:31][cH:32][c:33]1[CH3:34]>>[Cl:1][c:2]1[c:3](-[n:8]2[n:9][c:10]([C:17]([F:18])([F:19])[F:20])[cH:11][c:12]2[S:13](=[O:15])(=[O:16])[NH:21][c:22]2[c:23]([C:24](=[O:25])[NH:26][CH:27]([CH3:28])[CH3:29])[cH:30][cH:31][cH:32][c:33]2[CH3:34])[n:4][cH:5][cH:6][cH:7]1. The reactants are COC(=O)C=Cc1ccc2c(c1)C(=O)CC1(CCN(CCc3ccccc3F)CC1)O2, Cl. Product: O=C(O)C=Cc1ccc2c(c1)C(=O)CC1(CCN(CCc3ccccc3F)CC1)O2. Reaction SMILES: [CH3:1][O:2][C:3]([CH:4]=[CH:5][c:6]1[cH:7][c:8]2[c:13]([cH:14][cH:15]1)[O:12][C:11]1([CH2:10][C:9]2=[O:30])[CH2:16][CH2:17][N:18]([CH2:21][CH2:22][c:23]2[c:24]([F:29])[cH:25][cH:26][cH:27][cH:28]2)[CH2:19][CH2:20]1)=[O:31].[ClH:32]>>[O:2]=[C:3]([CH:4]=[CH:5][c:6]1[cH:7][c:8]2[c:13]([cH:14][cH:15]1)[O:12][C:11]1([CH2:10][C:9]2=[O:30])[CH2:16][CH2:17][N:18]([CH2:21][CH2:22][c:23]2[c:24]([F:29])[cH:25][cH:26][cH:27][cH:28]2)[CH2:19][CH2:20]1)[OH:31]. Procedure: In a manner similar to that of Example 9(g), by reaction of 12 g (45.6 mmol) of 2-(4-bromo-2-thienyl)-2-ethyl-[1,3]dioxolane with 20 mL (50 mmol) of 2.5 M butyllithium and 3.9 mL (50 mmol) of dimethylformamide, the desired product is obtained in the form of a yellow oil (m=4.6 g, Y=48%). Reaction SMILES: Br[C:2]1[CH:3]=[C:4]([C:7]2([CH2:12][CH3:13])[O:11][CH2:10][CH2:9][O:8]2)[S:5][CH:6]=1.C([Li])CCC.CN(C)[CH:21]=[O:22]>>[CH2:12]([C:7]1([C:4]2[S:5][CH:6]=[C:2]([CH:21]=[O:22])[CH:3]=2)[O:11][CH2:10][CH2:9][O:8]1)[CH3:13]. The product is C(C)C1(OCCO1)C=1SC=C(C1)C=O (2-(2-Ethyl-[1,3]dioxolan-2-yl)thiophene-4-carbaldehyde). Starting materials: BrC=1C=C(SC1)C1(OCCO1)CC (2-(4-bromo-2-thienyl)-2-ethyl-[1,3]dioxolane), C(CCC)[Li] (butyllithium), CN(C=O)C (dimethylformamide). As a reaction SMILES: [H-].[Na+].[CH:3]1([C:6]2[CH:7]=[C:8]([CH:18]=[C:19]([O:21][C:22]3[CH:27]=[CH:26][C:25]([C:28]([F:31])([F:30])[F:29])=[CH:24][N:23]=3)[CH:20]=2)[CH2:9]P(=O)(OCC)OCC)[CH2:5][CH2:4]1.[C:32]([N:39]1[CH2:44][CH2:43][CH2:42][CH2:41][C:40]1=O)([O:34][C:35]([CH3:38])([CH3:37])[CH3:36])=[O:33]>C1COCC1>[CH:3]1([C:6]2[CH:7]=[C:8]([CH:18]=[C:19]([O:21][C:22]3[CH:27]=[CH:26][C:25]([C:28]([F:31])([F:29])[F:30])=[CH:24][N:23]=3)[CH:20]=2)[CH:9]=[C:42]2[CH2:43][CH2:44][N:39]([C:32]([O:34][C:35]([CH3:38])([CH3:37])[CH3:36])=[O:33])[CH2:40][CH2:41]2)[CH2:4][CH2:5]1 |f:0.1|. The solvent is C1CCOC1 (THF), C1CCOC1 (THF), C1CCOC1 (THF). Procedure details: To a suspension of sodium hydride (0.11 g, 4.65 mmol) in dry THF (1.5 mL) under an inert atmosphere cooled to 0° C. was added diethyl 3-cyclopropyl-5-(5-(trifluoromethyl)pyridin-2-yloxy)benzylphosphonate (0.8 g, 1.86 mmol) as a solution in THF (6 mL). The mixture was stirred for 30 min at 0° C. N-Boc piperidone (0.37 g, 1.86 mmol) was added as a solution in THF (3 mL) and the mixture was stirred at RT for 5 h. The reaction was cooled to 0° C. and quenched with saturated aqueous ammonium chloride... Reaction conditions: temperature 0 celsius, time 30 minute. The yield is 46.2%. Yields the product C1(CC1)C=1C=C(C=C2CCN(CC2)C(=O)OC(C)(C)C)C=C(C1)OC1=NC=C(C=C1)C(F)(F)F (tert-Butyl 4-(3-cyclopropyl-5-(5-(trifluoromethyl)pyridin-2-yloxy)benzylidene)piperidine-1-carboxylate). Reactants: C1(CC1)C=1C=C(CP(OCC)(OCC)=O)C=C(C1)OC1=NC=C(C=C1)C(F)(F)F (diethyl 3-cyclopropyl-5-(5-(trifluoromethyl)pyridin-2-yloxy)benzylphosphonate), C(=O)(OC(C)(C)C)N1C(CCCC1)=O (N-Boc piperidone), [H-].[Na+] (sodium hydride). Reactants: CCOC(=O)CC(=O)OCC, CN1CCCC1=O, [Cl-], O=[N+]([O-])c1ccc(F)c(F)c1F, CCOC(=O)C(C(=O)OCC)c1c([N+](=O)[O-])ccc(F)c1F, [H-], [NH4+], [Na+]. Yields the product CCOC(=O)C(C(=O)OCC)c1ccc([N+](=O)[O-])c(F)c1F. As a reaction SMILES: [C:1]([CH2:2][C:3](=[O:4])[O:5][CH2:6][CH3:7])(=[O:8])[O:9][CH2:10][CH3:11].[CH3:50][N:51]1[CH2:52][CH2:53][CH2:54][C:55]1=[O:56].[Cl-:26].[F:14][c:15]1[c:16]([N+:23](=[O:24])[O-:25])[cH:17][cH:18][c:19]([F:22])[c:20]1[F:21].[F:28][c:29]1[c:30]([F:31])[cH:32][cH:33][c:34]([N+:35]([O-:36])=[O:37])[c:38]1[CH:39]([C:40]([O:41][CH2:42][CH3:43])=[O:44])[C:45]([O:46][CH2:47][CH3:48])=[O:49].[H-:12].[NH4+:27].[Na+:13]>>[C:1]([CH:2]([C:3](=[O:4])[O:5][CH2:6][CH3:7])[c:19]1[cH:18][cH:17][c:16]([N+:23](=[O:24])[O-:25])[c:15]([F:14])[c:20]1[F:21])(=[O:8])[O:9][CH2:10][CH3:11]. The reactants are [H-].[Na+] (Sodium hydride), C(CO)O (ethane-1,2-diol), BrC1=CC(=CC=C1)CBr (1-Bromo-3-(bromomethyl)benzene). The reagents and catalysts are [I-].C(CCC)[N+](CCCC)(CCCC)CCCC (tetrabutylammonium iodide). Solvent: C1CCOC1 (THF), O (water). Conditions: time 30 minute. The product is BrC=1C=C(COCCO)C=CC1 (2-(3-Bromobenzyloxy)ethanol). Reaction SMILES: [H-].[Na+].[CH2:3]([OH:6])[CH2:4][OH:5].[Br:7][C:8]1[CH:13]=[CH:12][CH:11]=[C:10]([CH2:14]Br)[CH:9]=1>C1COCC1.[I-].C([N+](CCCC)(CCCC)CCCC)CCC.O>[Br:7][C:8]1[CH:9]=[C:10]([CH:11]=[CH:12][CH:13]=1)[CH2:14][O:5][CH2:4][CH2:3][OH:6] |f:0.1,5.6|. Reported procedure: Sodium hydride (60% suspension in mineral oil, 1.23 g) was added portionwise to a solution of ethane-1,2-diol (4.7 mL) in THF (70 mL) and the mixture was stirred at RT for 30 min. 1-Bromo-3-(bromomethyl)benzene (7 g) was added, followed by tetrabutylammonium iodide (1.03 g) and the reaction mixture was heated at reflux for 90 min. The mixture was diluted with water and extracted into ethyl acetate (×2). The combined organics were dried over MgSO4, filtered and evaporated. The crude product was p...